From a dataset of the Open Reaction Database (ORD), a public repository of structured organic reaction records. describe an organic reaction: reactants, conditions, products, and yield Starting materials: C(C)(C)(C)OC(=O)N1C2CC(C(C1)C2)O (Tert-butyl-5-hydroxy-2-azabicyclo[2.2.1]heptane-2-carboxylate), [OH-].[Na+] (sodium hydroxide), C1(=CC=CC=C1)C (toluene), BrCCOC1OCCCC1 (2-(2-Bromoethoxy)tetrahydropyran), BrCCOC1OCCCC1 (2-(2-bromoethoxy)tetrahydropyran). Reagents/catalysts: [Br-].C(CCC)[N+](CCCC)(CCCC)CCCC (tetrabutylammonium bromide). The solvent is C(Cl)Cl (DCM). Reaction conditions: temperature 60 celsius, time 8 hour. The product is C(C)(C)(C)OC(=O)N1C2CC(C(C1)C2)OCCOC2OCCCC2 (tert-butyl-5-(2-tetrahydropyran-2-yloxyethoxy)-2-azabicyclo[2.2.1]heptane-2-carboxylate). The yield is 45.2%. Reaction SMILES: [C:1]([O:5][C:6]([N:8]1[CH2:13][CH:12]2[CH2:14][CH:9]1[CH2:10][CH:11]2[OH:15])=[O:7])([CH3:4])([CH3:3])[CH3:2].[OH-].[Na+].C1(C)C=CC=CC=1.Br[CH2:26][CH2:27][O:28][CH:29]1[CH2:34][CH2:33][CH2:32][CH2:31][O:30]1>[Br-].C([N+](CCCC)(CCCC)CCCC)CCC.C(Cl)Cl>[C:1]([O:5][C:6]([N:8]1[CH2:13][CH:12]2[CH2:14][CH:9]1[CH2:10][CH:11]2[O:15][CH2:26][CH2:27][O:28][CH:29]1[CH2:34][CH2:33][CH2:32][CH2:31][O:30]1)=[O:7])([CH3:4])([CH3:2])[CH3:3] |f:1.2,5.6|. Procedure: Tert-butyl-5-hydroxy-2-azabicyclo[2.2.1]heptane-2-carboxylate (1.5 g, 7.0 mmol) and tetrabutylammonium bromide (0.35 g, 0.70 mmol) were stirred in sodium hydroxide (10 M) (30 mL, 1600 mmol)/toluene (30 mL) and heated to 60° C. 2-(2-Bromoethoxy)tetrahydropyran (4.4 g, 21 mmol) was added in 4 portions over 2 hours and heating continued overnight. Further 2-(2-bromoethoxy)tetrahydropyran (1 eq) was added and the reaction heated for a further 3 hours. The reaction mixture was diluted with DCM, washe... Starting materials: CCO, [Cl-], C1CCOC1, O, O=C1CCc2cc(-c3ccc(O)cc3Nc3ccc(OCCN4CCCCC4)cc3)ccc21, [NH3+]O, c1ccncc1. Product: ON=C1CCc2cc(-c3ccc(O)cc3Nc3ccc(OCCN4CCCCC4)cc3)ccc21. Reaction SMILES: [CH3:44][CH2:45][OH:46].[Cl-:34].[O:47]1[CH2:48][CH2:49][CH2:50][CH2:51]1.[OH2:43].[OH:1][c:2]1[cH:3][c:4]([NH:18][c:19]2[cH:20][cH:21][c:22]([O:25][CH2:26][CH2:27][N:28]3[CH2:29][CH2:30][CH2:31][CH2:32][CH2:33]3)[cH:23][cH:24]2)[c:5](-[c:8]2[cH:9][c:10]3[c:14]([cH:15][cH:16]2)[C:13](=[O:17])[CH2:12][CH2:11]3)[cH:6][cH:7]1.[OH:35][NH3+:36].[cH:37]1[cH:38][cH:39][n:40][cH:41][cH:42]1>>[OH:1][c:2]1[cH:3][c:4]([NH:18][c:19]2[cH:20][cH:21][c:22]([O:25][CH2:26][CH2:27][N:28]3[CH2:29][CH2:30][CH2:31][CH2:32][CH2:33]3)[cH:23][cH:24]2)[c:5](-[c:8]2[cH:9][c:10]3[c:14]([cH:15][cH:16]2)[C:13](=[N:36][OH:35])[CH2:12][CH2:11]3)[cH:6][cH:7]1. The reactants are C(C)(=S)[O-].[K+] (potassium thioacetate), CC1=CC=C(C=C1)S(=O)(=O)OCC1OC2(SC1)CC(CC2)CC(=O)OCC (ethyl 2-[[[(4-methylphenyl)sulfonyl]oxy]methyl]-1-oxa-4-thiaspiro[4.4]nonane-7-acetate). Run in CC(=O)C (acetone). Yields the product C(C)(=O)SCC1OC2(SC1)CC(CC2)CC(=O)OCC (ethyl 2-[(acetylthio)methyl]-1-oxa-4-thiaspiro[4.4]nonane-7-acetate). Reaction SMILES: [C:1]([O-:4])(=[S:3])[CH3:2].[K+].CC1C=CC(S(O[CH2:17][CH:18]2[CH2:22][S:21][C:20]3([CH2:26][CH2:25][CH:24]([CH2:27][C:28]([O:30][CH2:31][CH3:32])=[O:29])[CH2:23]3)[O:19]2)(=O)=O)=CC=1>CC(C)=O>[C:1]([S:3][CH2:17][CH:18]1[CH2:22][S:21][C:20]2([CH2:26][CH2:25][CH:24]([CH2:27][C:28]([O:30][CH2:31][CH3:32])=[O:29])[CH2:23]2)[O:19]1)(=[O:4])[CH3:2] |f:0.1|. Reported procedure: A stirred slurry of potassium thioacetate (1.14 g, 10 mmol) in a solution of the tosylate of Example P (4.15 g, 10 mmol) in acetone (30 ml) is refluxed under nitrogen for 5 hrs. The reaction mixture is filtered and the filtrate is concentrated on a rotary evaporator. The residue is dissolved in ethyl acetate, washed with water and dried over sodium sulfate. The drying agent is filtered, the solvent is removed using the rotary evaporator and the residue is chromatographed on silica gel using mixt... Reactants: CC(C)C(Nc1cc(N2CCN(C(=O)OC(C)(C)C)CC2)ccc1[N+](=O)[O-])c1ccccc1, CCOCC, ClCCl, Cl. Product: CC(C)C(Nc1cc(N2CCNCC2)ccc1[N+](=O)[O-])c1ccccc1, Cl. Reaction SMILES: [CH3:2][CH:3]([CH:4]([c:5]1[cH:6][cH:7][cH:8][cH:9][cH:10]1)[NH:11][c:12]1[cH:13][c:14]([N:21]2[CH2:22][CH2:23][N:24]([C:27]([O:28][C:29]([CH3:30])([CH3:31])[CH3:32])=[O:33])[CH2:25][CH2:26]2)[cH:15][cH:16][c:17]1[N+:18](=[O:19])[O-:20])[CH3:34].[CH3:35][CH2:36][O:37][CH2:38][CH3:39].[Cl:40][CH2:41][Cl:42].[ClH:1]>>[CH3:2][CH:3]([CH:4]([c:5]1[cH:6][cH:7][cH:8][cH:9][cH:10]1)[NH:11][c:12]1[cH:13][c:14]([N:21]2[CH2:22][CH2:23][NH:24][CH2:25][CH2:26]2)[cH:15][cH:16][c:17]1[N+:18](=[O:19])[O-:20])[CH3:34].[ClH:1]. Starting materials: BrC=1C=CC(=NC1)C=O (5-bromopicolinaldehyde), solution, C(C)[Mg]Br (ethyl magnesium bromide), C(C)OCC (diethyl ether). Solvent: C1CCOC1 (THF). Conditions: time 6 hour. The product is BrC=1C=CC(=NC1)C(CC)O (1-(5-bromopyridin-2-yl)propan-1-ol). Yield: 45.0%. As a reaction SMILES: [Br:1][C:2]1[CH:3]=[CH:4][C:5]([CH:8]=[O:9])=[N:6][CH:7]=1.[CH2:10]([Mg]Br)[CH3:11].C(OCC)C>C1COCC1>[Br:1][C:2]1[CH:3]=[CH:4][C:5]([CH:8]([OH:9])[CH2:10][CH3:11])=[N:6][CH:7]=1. Reported procedure: To a solution of 5-bromopicolinaldehyde (2.0 g, 10.8 mmol) in THF (20 mL) was added 3.0 M solution of ethyl magnesium bromide in diethyl ether (7.1 ml, 21.5 mmol) at 0° C. The reaction mixture was allowed to warm to room temperature and was stirred for 6 h. The reaction mixture was quenched with saturated ammonium chloride solution (20 mL) and water (15 mL), extracted with ethyl acetate (200 mL), dried over sodium sulphate and concentrated under reduced pressure to obtain crude product. The crud... Starting materials: CC(=O)O, CO, [H][H], CC(Oc1ccc([N+](=O)[O-])c2ccccc12)c1ccnc(N)c1. Product: CC(Oc1ccc(N)c2ccccc12)c1ccnc(N)c1. As a reaction SMILES: [C:28]([OH:29])(=[O:30])[CH3:31].[CH3:26][OH:27].[H:24][H:25].[N+:1]([O-:2])(=[O:3])[c:4]1[cH:5][cH:6][c:7]([O:14][CH:15]([CH3:16])[c:17]2[cH:18][c:19]([NH2:23])[n:20][cH:21][cH:22]2)[c:8]2[cH:9][cH:10][cH:11][cH:12][c:13]12>>[NH2:1][c:4]1[cH:5][cH:6][c:7]([O:14][CH:15]([CH3:16])[c:17]2[cH:18][c:19]([NH2:23])[n:20][cH:21][cH:22]2)[c:8]2[cH:9][cH:10][cH:11][cH:12][c:13]12. Starting materials: [BH4-], COC(=O)C1Cc2c([nH]c3ccccc23)CN1, CCO, [Na+]. Yields the product OCC1Cc2c([nH]c3ccccc23)CN1. As a reaction SMILES: [BH4-:18].[CH2:1]1[NH:2][CH:3]([C:14](=[O:15])[O:16][CH3:17])[CH2:4][c:5]2[c:6]3[cH:7][cH:8][cH:9][cH:10][c:11]3[nH:12][c:13]21.[CH3:20][CH2:21][OH:22].[Na+:19]>>[CH2:1]1[NH:2][CH:3]([CH2:14][OH:15])[CH2:4][c:5]2[c:6]3[cH:7][cH:8][cH:9][cH:10][c:11]3[nH:12][c:13]21.